The task is: describe an organic reaction: reactants, conditions, products, and yield. This data is from the Open Reaction Database (ORD), a public repository of structured organic reaction records. The reactants are C(CCCC)N1C(C2(CC2C1=O)C1=CC=C(C=C1)[N+](=O)[O-])=O (3-n-pentyl-1-(4-nitrophenyl)-3-azabicyclo[3.1.0]hexane-2,4-dione). Reagents/catalysts: [Pd] (palladium on carbon). The solvent is C(C)O (ethanol). Yields the product NC1=CC=C(C=C1)C12C(N(C(C2C1)=O)CC(C)(C)C)=O (1-(4-Aminophenyl)-3-neopentyl-3-azabicyclo[3.1.0]hexane-2,4-dione). Reaction SMILES: [CH2:1]([N:6]1[C:11](=[O:12])[CH:10]2[C:8]([C:13]3[CH:18]=[CH:17][C:16]([N+:19]([O-])=O)=[CH:15][CH:14]=3)([CH2:9]2)[C:7]1=[O:22])CCCC>C(O)C.[Pd]>[NH2:19][C:16]1[CH:15]=[CH:14][C:13]([C:8]23[CH2:9][CH:10]2[C:11](=[O:12])[N:6]([CH2:1][C:8]([CH3:10])([CH3:9])[CH3:7])[C:7]3=[O:22])=[CH:18][CH:17]=1. Procedure details: Following the procedure of Example 3, a solution of 0.85 g of 3-n-pentyl-1-(4-nitrophenyl)-3-azabicyclo[3.1.0]hexane-2,4-dione in 30 ml of ethanol is hydrogenated in the presence of 0.1 g of 5% palladium on carbon and worked up, affording the title compound which melts at 140°-143° C. after recrystallisation from ether/petroleum ether. The reactants are CC#N (CH3CN), C(C)(=O)O (acetic acid), CO (methanol). The product is C(C)(=O)OC (methyl acetate), C(=O)OC (methyl formate), COCOC (methylal). As a reaction SMILES: [CH3:1][OH:2].[C:3]([OH:6])(=[O:5])[CH3:4].[CH3:7]C#N>>[C:3]([O:6][CH3:7])(=[O:5])[CH3:4].[CH:1]([O:5][CH3:3])=[O:2].[CH3:1][O:2][CH2:7][O:6][CH3:3]. Procedure: 0.1 g of the (NEt4)3 [Ru(SnCl3)5 (CH3CN)]/CuO--ZnO/SiO2, i.e., the complex-supporting catalyst prepared in "Preparation 4 of complex-supporting catalyst" (amount of the supported complex: 4.64×10-6 mol) was packed in a reactor and then treated in the same manner as described in Example 3. Next, 1 μl (2.47×10-5 mol) of methanol was introduced into the reactor at a temperature of 200° C. by using helium gas as a carrier (flow rate: 25 ml/min). Thus, 0.0001×10-5 mol of acetic acid, 0.0003×10-5 mol ... Starting materials: CNC1=C2N=CN(C2=NC=N1)[C@@H]1O[C@@H]([C@H]1CO)CO (6-Methylamino-9-((2R,3R,4S)-3,4-bis(hydroxymethyl)-oxetan-2-yl)purine), OC[C@@H]1[C@H]([C@@H](O1)N1C2=NC=NC(=C2N=C1)N)C (9-((2R,3R,4S)-4-Hydroxymethyl-3-methyl-oxetan-2-yl) adenine). Product: CNC1=C2N=CN(C2=NC=N1)[C@@H]1O[C@@H]([C@H]1C)CO (6-Methylamino-9-((2R,3R,4S)-4-hydroxymethyl-3-methyl-oxetan-2-yl)purine). RXN SMILES: [CH3:1][NH:2][C:3]1[N:11]=[CH:10][N:9]=[C:8]2[C:4]=1[N:5]=[CH:6][N:7]2[C@H:12]1[C@H:15]([CH2:16]O)[C@@H:14]([CH2:18][OH:19])[O:13]1.OC[C@H]1O[C@@H](N2C=NC3C2=NC=NC=3N)[C@@H]1C>>[CH3:1][NH:2][C:3]1[N:11]=[CH:10][N:9]=[C:8]2[C:4]=1[N:5]=[CH:6][N:7]2[C@H:12]1[C@H:15]([CH3:16])[C@@H:14]([CH2:18][OH:19])[O:13]1. Reported procedure: The procedure of Example 9 can be repeated replacing the starting compound of Example 9 (a) with the product of Example 1 to obtain the desired compound. Starting materials: FC(C(=O)O)(F)F.C(CCC)OC1=NC(=C2N=C(NC2=N1)OC)N (2-butoxy-8-methoxy-9H-purin-6-amine trifluoroacetate salt), C([O-])([O-])=O.[K+].[K+] (potassium carbonate), CS(=O)(=O)OCCC1OCCCC1 (2-(Tetrahydro-2H-pyran-2-yl)ethyl methanesulfonate). Run in CN(C)C=O (DMF). Conditions: temperature 60 celsius, time 1 hour. Product: C(CCC)OC1=NC(=C2N=C(N(C2=N1)CCC1OCCCC1)OC)N (2-Butyloxy-8-methoxy-9-[2-(tetrahydro-2H-pyran-2-yl)ethyl]-9H-Purin-6-amine). The yield is 44.2%. RXN SMILES: FC(F)(F)C(O)=O.[CH2:8]([O:12][C:13]1[N:21]=[C:20]2[C:16]([N:17]=[C:18]([O:22][CH3:23])[NH:19]2)=[C:15]([NH2:24])[N:14]=1)[CH2:9][CH2:10][CH3:11].C(=O)([O-])[O-].[K+].[K+].CS(O[CH2:36][CH2:37][CH:38]1[CH2:43][CH2:42][CH2:41][CH2:40][O:39]1)(=O)=O>CN(C=O)C>[CH2:8]([O:12][C:13]1[N:21]=[C:20]2[C:16]([N:17]=[C:18]([O:22][CH3:23])[N:19]2[CH2:36][CH2:37][CH:38]2[CH2:43][CH2:42][CH2:41][CH2:40][O:39]2)=[C:15]([NH2:24])[N:14]=1)[CH2:9][CH2:10][CH3:11] |f:0.1,2.3.4|. Procedure details: A mixture of 2-butoxy-8-methoxy-9H-purin-6-amine trifluoroacetate salt (200 mg) and potassium carbonate (236 mg) in dry DMF (2 mL) were heated at 60° C. with stirring for 1 h. 2-(Tetrahydro-2H-pyran-2-yl)ethyl methanesulfonate (142 mg) was added and the reaction was continued for 16 h at 60° C. The mixture was quenched with water and extracted with EtOAc (×3). The combined organics were washed with water and brine, dried using a hydrophobic frit and evaporated to give crude material (540 mg). Th... Reactants: [Al+3], CON(C)C(=O)CCC(C)(C)c1ccc(F)cc1, [H-], [H-], [H-], [H-], [Li+], C1CCOC1. Product: CC(C)(CCC=O)c1ccc(F)cc1. As a reaction SMILES: [Al+3:20].[CH3:1][O:2][N:3]([C:4]([CH2:5][CH2:6][C:7]([CH3:8])([CH3:9])[c:10]1[cH:11][cH:12][c:13]([F:16])[cH:14][cH:15]1)=[O:17])[CH3:18].[H-:19].[H-:22].[H-:23].[H-:24].[Li+:21].[O:25]1[CH2:26][CH2:27][CH2:28][CH2:29]1>>[CH:4]([CH2:5][CH2:6][C:7]([CH3:8])([CH3:9])[c:10]1[cH:11][cH:12][c:13]([F:16])[cH:14][cH:15]1)=[O:17]. Starting materials: FC1=C(C=CC(=C1)F)N (2,4-Difluoro-phenylamine), BrC1=CC(=C(C=C1)C(=O)C1=C(C=CC(=C1)OCC1=CC=C(C=C1)OC)C)[N+](=O)[O-] ((4-Bromo-2-nitro-phenyl)-[5-(4-methoxy-benzyloxy)-2-methyl-phenyl]-methanone), C1=CC=C(C=C1)P(C2=CC=CC=C2)C3=C(C4=CC=CC=C4C=C3)C5=C(C=CC6=CC=CC=C65)P(C7=CC=CC=C7)C8=CC=CC=C8 (Rac-BINAP), C(=O)([O-])[O-].[Cs+].[Cs+] (Cs2CO3). The reagents and catalysts are C=1C=CC(=CC1)/C=C/C(=O)/C=C/C2=CC=CC=C2.C=1C=CC(=CC1)/C=C/C(=O)/C=C/C2=CC=CC=C2.C=1C=CC(=CC1)/C=C/C(=O)/C=C/C2=CC=CC=C2.[Pd].[Pd] (Pd2(dba)3). The solvent is O1CCOCC1 (1,4-dioxane). Reaction conditions: temperature 100 celsius, time 16 hour. Product: FC1=C(C=CC(=C1)F)NC1=CC(=C(C=C1)C(=O)C1=C(C=CC(=C1)OCC1=CC=C(C=C1)OC)C)[N+](=O)[O-] ([4-(2,4-Difluoro-phenylamino)-2-nitro-phenyl]-[5-(4-methoxy-benzyloxy)-2-methyl-phenyl]-methanone). RXN SMILES: [F:1][C:2]1[CH:7]=[C:6]([F:8])[CH:5]=[CH:4][C:3]=1[NH2:9].Br[C:11]1[CH:16]=[CH:15][C:14]([C:17]([C:19]2[CH:24]=[C:23]([O:25][CH2:26][C:27]3[CH:32]=[CH:31][C:30]([O:33][CH3:34])=[CH:29][CH:28]=3)[CH:22]=[CH:21][C:20]=2[CH3:35])=[O:18])=[C:13]([N+:36]([O-:38])=[O:37])[CH:12]=1.C1C=CC(P(C2C=CC3C(=CC=CC=3)C=2C2C3C(=CC=CC=3)C=CC=2P(C2C=CC=CC=2)C2C=CC=CC=2)C2C=CC=CC=2)=CC=1.C([O-])([O-])=O.[Cs+].[Cs+]>O1CCOCC1.C1C=CC(/C=C/C(/C=C/C2C=CC=CC=2)=O)=CC=1.C1C=CC(/C=C/C(/C=C/C2C=CC=CC=2)=O)=CC=1.C1C=CC(/C=C/C(/C=C/C2C=CC=CC=2)=O)=CC=1.[Pd].[Pd]>[F:1][C:2]1[CH:7]=[C:6]([F:8])[CH:5]=[CH:4][C:3]=1[NH:9][C:11]1[CH:16]=[CH:15][C:14]([C:17]([C:19]2[CH:24]=[C:23]([O:25][CH2:26][C:27]3[CH:32]=[CH:31][C:30]([O:33][CH3:34])=[CH:29][CH:28]=3)[CH:22]=[CH:21][C:20]=2[CH3:35])=[O:18])=[C:13]([N+:36]([O-:38])=[O:37])[CH:12]=1 |f:3.4.5,7.8.9.10.11|. Procedure: 2,4-Difluoro-phenylamine (26 μL, 0.25 mmol) was dissolved in dry 1,4-dioxane (3 mL) in a vial under an argon atmosphere. Compound 504 (114 mg, 0.25 mmol) was added and dissolved in the solvent. Rac-BINAP (7.0 mg, 0.012 mmol), Pd2(dba)3 (7.0 mg, 0.008 mmol) and Cs2CO3 (114 mg, 0.35 mmol) were added, and the reaction mixture was stirred under an argon atmosphere at 100° C. for 16 h. The reaction mixture was filtered through Celite and then purified by continuous gradient flash chromatography using... Reaction conditions: temperature 40 celsius. Procedure details: In a 10 L reaction vessel, pyridinium p-toluenesulfonic acid (39.7 g, 158 mMol) was added to a stirred solution of ethyl-2-amino-4,5,6,7-tetrahydrobenzo[b]thiophene-3-carboxylate (Preparation 1) and ethyl-3-ethoxybut-2-eneoate (Preparation 2) in toluene (6.0 L) at room temperature under argon. The resulting mixture was heated to reflux, and stirred at reflux for 6 hours. The mixture was cooled 40° C. and stirred at 40° C. for 16 hours. The mixture was heated to 50° C. (to dissolve the precipitat... Reactants: C(C)OC(=O)C=1C2=C(SC1N)CCCC2 (ethyl-2-amino-4,5,6,7-tetrahydrobenzo[b]thiophene-3-carboxylate), C(C)OC(C=C(C)OCC)=O (ethyl-3-ethoxybut-2-eneoate), C1(=CC=C(C=C1)S(=O)(=O)O)C.[NH+]1=CC=CC=C1 (pyridinium p-toluenesulfonic acid), [O-]CC.[Na+] (sodium ethoxide). Isolated yield 64.0%. Run in C1(=CC=CC=C1)C (toluene), C(C)O (ethanol), C(C)O (ethanol). Reaction SMILES: C1(C)C=CC(S(O)(=O)=O)=CC=1.[NH+]1C=CC=CC=1.C(O[C:21]([C:23]1[C:24]2[CH2:32][CH2:31][CH2:30][CH2:29][C:25]=2[S:26][C:27]=1[NH2:28])=[O:22])C.[CH2:33]([O:35][C:36](=[O:43])[CH:37]=[C:38](OCC)[CH3:39])[CH3:34].[O-]CC.[Na+]>C1(C)C=CC=CC=1.C(O)C>[OH:22][C:21]1[C:37]([C:36]([O:35][CH2:33][CH3:34])=[O:43])=[C:38]([CH3:39])[N:28]=[C:27]2[S:26][C:25]3[CH2:29][CH2:30][CH2:31][CH2:32][C:24]=3[C:23]=12 |f:0.1,4.5|. The product is OC1=C2C(=NC(=C1C(=O)OCC)C)SC1=C2CCCC1 (Ethyl (4-hydroxy-2-methyl-5,6,7,8-tetrahydro[1]benzothieno[2,3-b]pyridine-3-yl)carboxylate).